Dataset: the Open Reaction Database (ORD), a public repository of structured organic reaction records. Task: describe an organic reaction: reactants, conditions, products, and yield Starting materials: CC1=C(C=CC(=C1)C)C#C (2,4-dimethylphenylacetylene), CC1=C(CS)C=CC(=C1)C (2,4-dimethylbenzyl mercaptan), [Na] (sodium). The product is CC1=C(\C=C/C(C2=C(C=C(C=C2)C)C)SC(C2=C(C=C(C=C2)C)C)\C=C/C2=C(C=C(C=C2)C)C)C=CC(=C1)C ((Z)-2,4-dimethylstyryl-2,4-dimethylbenzylsulfide). Reaction SMILES: [CH3:1][C:2]1[CH:7]=[C:6]([CH3:8])[CH:5]=[CH:4][C:3]=1[C:9]#[CH:10].[CH3:11][C:12]1[CH:19]=[C:18]([CH3:20])[CH:17]=[CH:16][C:13]=1[CH2:14][SH:15].[Na]>>[CH3:1][C:2]1[CH:7]=[C:6]([CH3:8])[CH:5]=[CH:4][C:3]=1/[CH:9]=[CH:10]\[CH:14]([S:15][CH:9](/[CH:10]=[CH:9]\[C:3]1[CH:4]=[CH:5][C:6]([CH3:8])=[CH:7][C:2]=1[CH3:1])[C:3]1[CH:4]=[CH:5][C:6]([CH3:8])=[CH:7][C:2]=1[CH3:1])[C:13]1[CH:16]=[CH:17][C:18]([CH3:20])=[CH:19][C:12]=1[CH3:11] |^1:20|. Reported procedure: A solution of 2,4-dimethylphenylacetylene (0.02 mol) and 2,4-dimethylbenzyl mercaptan (0.02 mol) and metallic sodium (0.02 g atom) is subjected to the General Procedure to form (Z)-2,4-dimethylstyryl-2,4-dimethylbenzylsulfide. The title compound is obtained following oxidation of the sulfide, according to the General Procedure. Reactants: CC(C)([O-])C.[K+] (potassium t-butoxide), ClC1=CC=C(C=C1)S(=O)(=O)NCCCCC(CCC(=O)OC)CC=O (methyl 8-(p-chlorophenylsulfonamido)-4-(formylmethyl)-octanoate), [Cl-].[NH4+] (ammonium chloride), [Cl-].N1=CC(=CC=C1)C[P+](C1=CC=CC=C1)(C1=CC=CC=C1)C1=CC=CC=C1 (3-pyridylmethyltriphenylphosphonium chloride). The solvent is O1CCCC1 (tetrahydrofuran), O1CCCC1 (tetrahydrofuran), O1CCCC1 (tetrahydrofuran). Reaction conditions: time 1 hour. Yields the product ClC1=CC=C(C=C1)S(=O)(=O)NCCCCC(CCC(=O)OC)CC=CC=1C=NC=CC1 (methyl 8-(p-chlorophenylsulfonamido)-4-[3-(3-pyridyl)-2-propenyl]-octanoate). Reaction SMILES: [Cl-].[N:2]1[CH:7]=[CH:6][CH:5]=[C:4]([CH2:8][P+](C2C=CC=CC=2)(C2C=CC=CC=2)C2C=CC=CC=2)[CH:3]=1.CC(C)([O-])C.[K+].[Cl:34][C:35]1[CH:40]=[CH:39][C:38]([S:41]([NH:44][CH2:45][CH2:46][CH2:47][CH2:48][CH:49]([CH2:56][CH:57]=O)[CH2:50][CH2:51][C:52]([O:54][CH3:55])=[O:53])(=[O:43])=[O:42])=[CH:37][CH:36]=1.[Cl-].[NH4+]>O1CCCC1>[Cl:34][C:35]1[CH:36]=[CH:37][C:38]([S:41]([NH:44][CH2:45][CH2:46][CH2:47][CH2:48][CH:49]([CH2:56][CH:57]=[CH:8][C:4]2[CH:3]=[N:2][CH:7]=[CH:6][CH:5]=2)[CH2:50][CH2:51][C:52]([O:54][CH3:55])=[O:53])(=[O:43])=[O:42])=[CH:39][CH:40]=1 |f:0.1,2.3,5.6|. Procedure: To a suspension of 0.545 g of 3-pyridylmethyltriphenylphosphonium chloride in 6 ml tetrahydrofuran is added slowly 1.6 ml of 1.61M potassium t-butoxide in tetrahydrofuran and the mixture is stirred at room temperature for 1 h. A solution of 0.454 g of methyl 8-(p-chlorophenylsulfonamido)-4-(formylmethyl)-octanoate in 1 ml tetrahydrofuran is added slowly and then stirred for 18 h at room temperature. The reaction mixture is poured into saturated ammonium chloride and extracted with ethyl acetate ... Starting materials: CC(C)(C)[O-], Clc1ccc(Br)cc1, NNc1ccccc1, [Na+], CC(=O)[O-], CC(=O)[O-], [Pd+2], c1ccc(P(c2ccccc2)c2ccc3ccccc3c2-c2c(P(c3ccccc3)c3ccccc3)ccc3ccccc23)cc1. Product: NN(c1ccccc1)c1ccc(Cl)cc1. Reaction SMILES: [CH3:63][C:64]([CH3:65])([O-:66])[CH3:67].[Cl:9][c:10]1[cH:11][cH:12][c:13]([Br:16])[cH:14][cH:15]1.[NH2:1][NH:2][c:3]1[cH:4][cH:5][cH:6][cH:7][cH:8]1.[Na+:68].[O-:70][C:71]([CH3:72])=[O:73].[O-:74][C:75]([CH3:76])=[O:77].[Pd+2:69].[cH:17]1[cH:18][cH:19][c:20]([P:21]([c:22]2[cH:23][cH:24][c:25]3[c:26]([cH:27][cH:28][cH:29][cH:30]3)[c:31]2-[c:32]2[c:33]3[c:34]([cH:35][cH:36][cH:37][cH:38]3)[cH:39][cH:40][c:41]2[P:42]([c:43]2[cH:44][cH:45][cH:46][cH:47][cH:48]2)[c:49]2[cH:50][cH:51][cH:52][cH:53][cH:54]2)[c:55]2[cH:56][cH:57][cH:58][cH:59][cH:60]2)[cH:61][cH:62]1>>[NH2:1][N:2]([c:3]1[cH:4][cH:5][cH:6][cH:7][cH:8]1)[c:13]1[cH:12][cH:11][c:10]([Cl:9])[cH:15][cH:14]1. The reactants are CC(C)(C)C(=O)Oc1ccc(C(C)(C)C)cc1 (substrate), CC[Si](CC)(CC)B1OC(C)(C)C(C)(C)O1 (effective_coupling_partner). Reagents/catalysts: PCy3. Run at temperature 50 celsius, time 8.5 hour. Product: CC[Si](CC)(CC)c1ccc(C(C)(C)C)cc1. Reactants: CO.C(Cl)(Cl)Cl (MeOH CHCl3), C(CCCCCCCCCCCCCCCCCCCCC)(=O)Cl (Docosanoyl chloride), CNC[C@H](O)[C@@H](O)[C@H](O)[C@H](O)CO (N-Methyl glucamine). Solvent: O1CCCC1 (tetrahydrofuran), [OH-].[Na+] (sodium hydroxide), O1CCCC1 (tetrahydrofuran). Conditions: time 60 minute. Product: CN(C(CCCCCCCCCCCCCCCCCCCCC)=O)C[C@@H]([C@H]([C@@H]([C@@H](CO)O)O)O)O (N-methyl-N-[(2S,3R,4R,5R)-2,3,4,5,6-pentahydroxyhexyl]docosanamide). The yield is 29.4%. As a reaction SMILES: [CH3:1][NH:2][CH2:3][C@@H:4]([C@H:6]([C@@H:8]([C@@H:10]([CH2:12][OH:13])[OH:11])[OH:9])[OH:7])[OH:5].[C:14](Cl)(=[O:36])[CH2:15][CH2:16][CH2:17][CH2:18][CH2:19][CH2:20][CH2:21][CH2:22][CH2:23][CH2:24][CH2:25][CH2:26][CH2:27][CH2:28][CH2:29][CH2:30][CH2:31][CH2:32][CH2:33][CH2:34][CH3:35].CO.C(Cl)(Cl)Cl>[OH-].[Na+].O1CCCC1>[CH3:1][N:2]([CH2:3][C@H:4]([OH:5])[C@@H:6]([OH:7])[C@H:8]([OH:9])[C@H:10]([OH:11])[CH2:12][OH:13])[C:14](=[O:36])[CH2:15][CH2:16][CH2:17][CH2:18][CH2:19][CH2:20][CH2:21][CH2:22][CH2:23][CH2:24][CH2:25][CH2:26][CH2:27][CH2:28][CH2:29][CH2:30][CH2:31][CH2:32][CH2:33][CH2:34][CH3:35] |f:2.3,4.5|. Procedure details: N-Methyl glucamine (1.95 g, 10.0 mmol) was dissolved in 10 mL of 1.00 N sodium hydroxide solution and 10 mL of tetrahydrofuran. Docosanoyl chloride (3.58 g, 10.0 mmol) was then added to the rapidly stirred solution followed by another 20 mL portion of tetrahydrofuran. After stirring for 60 min, the thick reaction mixture was placed on a rotary evaporator and tetrahydrofuran was removed under reduced pressure. The resulting thick slurry was filtered, washed with water and dried with suction to gi... The reactants are ClC=1C=C(C=CC1)CCCN(C(NC=1SC(=CN1)SCC(=O)O)=O)[C@@H]1CC[C@H](CC1)C ({2[-3-[3-(3-chloro-phenyl)-propyl]-3-(trans-4-methyl-cyclohexyl)-ureido]-thiazol-5-ylsulfanyl}-acetic acid), CC1=CC=C(C=C1)CCCC(=O)O (4-(4-methyl-phenyl)-butyric-acid), C(C)OC(CSC1=CN=C(S1)N)=O ((2-aminothiazol-5-ylsulfanyl)acetic acid ethyl ester). The product is CC1CCC(CC1)N(C(NC=1SC(=CN1)SCC(=O)O)=O)CCCCC1=CC=C(C=C1)C ({2-[3-(4-Methyl-cyclohexyl)-3-(4-p-tolyl-butyl)-ureido]-thiazol-5-ylsulfanyl}-acetic acid). Reaction SMILES: ClC1C=C(C[CH2:9][CH2:10][N:11]([C@H:25]2[CH2:30][CH2:29][C@H:28]([CH3:31])[CH2:27][CH2:26]2)[C:12](=[O:24])[NH:13][C:14]2[S:15][C:16]([S:19][CH2:20][C:21]([OH:23])=[O:22])=[CH:17][N:18]=2)C=CC=1.[CH3:32][C:33]1[CH:38]=[CH:37][C:36]([CH2:39][CH2:40]CC(O)=O)=[CH:35][CH:34]=1.C(OC(=O)CSC1SC(N)=NC=1)C>>[CH3:31][CH:28]1[CH2:29][CH2:30][CH:25]([N:11]([CH2:10][CH2:9][CH2:40][CH2:39][C:36]2[CH:37]=[CH:38][C:33]([CH3:32])=[CH:34][CH:35]=2)[C:12](=[O:24])[NH:13][C:14]2[S:15][C:16]([S:19][CH2:20][C:21]([OH:23])=[O:22])=[CH:17][N:18]=2)[CH2:26][CH2:27]1. Procedure: The compound was prepared following an analogous procedure to the one described for the synthesis of {2[-3-[3-(3-chloro-phenyl)-propyl]-3-(trans-4-methyl-cyclohexyl)-ureido]-thiazol-5-ylsulfanyl}-acetic acid using 4-(4-methyl-phenyl)-butyric-acid and (2-aminothiazol-5-ylsulfanyl)acetic acid ethyl ester.